This data is from the Open Reaction Database (ORD), a public repository of structured organic reaction records. The task is: describe an organic reaction: reactants, conditions, products, and yield The reactants are C(C(C)C)(=O)Cl (Isobutyryl chloride), C1(=CC=C(C=C1)CO)CO (1,4-xylylene glycol), N1=CC=CC=C1 (pyridine), ClCCl (dichloromethane). The reagents and catalysts are CN(C)C=1C=CN=CC1 (DMAP). Solvent: [Cl-].[Na+].O (brine). Conditions: time 8 hour. Product: C=1(C(=CC=CC1)CO)CO (Xylylene Glycol). Isolated yield 212.9%. RXN SMILES: [C:1]1(CO)[CH:6]=[CH:5][C:4]([CH2:7][OH:8])=[CH:3][CH:2]=1.N1C=CC=CC=1.ClCCl.[C:20](Cl)(=[O:24])C(C)C>CN(C1C=CN=CC=1)C.[Cl-].[Na+].O>[C:3]1([CH2:20][OH:24])[C:4]([CH2:7][OH:8])=[CH:5][CH:6]=[CH:1][CH:2]=1 |f:5.6.7|. Procedure: 1,4-xylylene glycol (5 g, 0.0306 mol), pyridine (5.7 g, 0.072 mol), and catalyst DMAP (ca. 100 mg) in a solution of dichloromethane (ca. 25 ml) were added to a flask. Isobutyryl chloride (7.71 g, 0.072 mol) was then added to the solution drop wise. The mixture was stirred overnight. 1M HCL brine was used to wash the mixture. The organic layer was dried over MgSO4 and concentrated in vacuo to afford a clear oil as the product (9 g). Its purity was ascertained using 1H NMR (300 MHz in CDCL3): δ 7....